Task: describe an organic reaction: reactants, conditions, products, and yield. Dataset: the Open Reaction Database (ORD), a public repository of structured organic reaction records Starting materials: CC(=O)OCC1OC(n2cnc3c(N)ncnc32)C(O)C1Br, O=C(Cl)c1ccccc1, c1ccncc1. Product: CC(=O)OCC1OC(n2cnc3c(N)ncnc32)C(OC(=O)c2ccccc2)C1Br. RXN SMILES: [C:1]([CH3:2])(=[O:3])[O:4][CH2:5][CH:6]1[CH:7]([Br:22])[CH:8]([OH:21])[CH:9]([n:11]2[cH:12][n:13][c:14]3[c:15]([NH2:16])[n:17][cH:18][n:19][c:20]23)[O:10]1.[C:23]([c:24]1[cH:25][cH:26][cH:27][cH:28][cH:29]1)(=[O:30])[Cl:31].[cH:32]1[cH:33][cH:34][n:35][cH:36][cH:37]1>>[C:1]([CH3:2])(=[O:3])[O:4][CH2:5][CH:6]1[CH:7]([Br:22])[CH:8]([O:21][C:23]([c:24]2[cH:25][cH:26][cH:27][cH:28][cH:29]2)=[O:30])[CH:9]([n:11]2[cH:12][n:13][c:14]3[c:15]([NH2:16])[n:17][cH:18][n:19][c:20]23)[O:10]1.